Dataset: the Open Reaction Database (ORD), a public repository of structured organic reaction records. Task: describe an organic reaction: reactants, conditions, products, and yield Starting materials: CCO, CC(=O)Nc1cnc(-c2cc(Cl)cc(Cl)c2Cl)c(NC(=O)C(C)C)n1, [Cl-]. Product: CC(C)C(=O)Nc1nc(N)cnc1-c1cc(Cl)cc(Cl)c1Cl. Reaction SMILES: [CH3:27][CH2:28][OH:29].[CH:2]([CH3:3])([CH3:4])[C:5](=[O:6])[NH:7][c:8]1[n:9][c:10]([NH:23][C:24](=[O:25])[CH3:26])[cH:11][n:12][c:13]1-[c:14]1[c:15]([Cl:22])[c:16]([Cl:21])[cH:17][c:18]([Cl:20])[cH:19]1.[Cl-:1]>>[CH:2]([CH3:3])([CH3:4])[C:5](=[O:6])[NH:7][c:8]1[n:9][c:10]([NH2:23])[cH:11][n:12][c:13]1-[c:14]1[c:15]([Cl:22])[c:16]([Cl:21])[cH:17][c:18]([Cl:20])[cH:19]1. Starting materials: CN, ClC(Cl)Cl, O=C(Cl)c1ccccc1C(F)(F)F. Product: CNC(=O)c1ccccc1C(F)(F)F. Reaction SMILES: [CH3:14][NH2:15].[CH:16]([Cl:17])([Cl:18])[Cl:19].[F:1][C:2]([c:3]1[c:4]([C:5](=[O:6])[Cl:7])[cH:8][cH:9][cH:10][cH:11]1)([F:12])[F:13]>>[F:1][C:2]([c:3]1[c:4]([C:5](=[O:6])[NH:15][CH3:14])[cH:8][cH:9][cH:10][cH:11]1)([F:12])[F:13]. Starting materials: FC=1C=CC(=NC1)C1=NNC=C1 (5-fluoro-2-(1H-pyrazol-3-yl)pyridine), BrCC(OCC)OCC (2-bromo-1,1-diethoxyethane), O (water), Example 10, C(=O)([O-])[O-].[Cs+].[Cs+] (Cs2CO3). Run in CN(C)C=O (DMF). Conditions: temperature 80 celsius, time 18 hour. Product: C(C)OC(CN1N=C(C=C1)C1=NC=C(C=C1)F)OCC (2-[1-(2,2-Diethoxyethyl)-1H-pyrazol-3-yl]-5-fluoropyridine). RXN SMILES: [F:1][C:2]1[CH:3]=[CH:4][C:5]([C:8]2[CH:12]=[CH:11][NH:10][N:9]=2)=[N:6][CH:7]=1.C([O-])([O-])=O.[Cs+].[Cs+].Br[CH2:20][CH:21]([O:25][CH2:26][CH3:27])[O:22][CH2:23][CH3:24].O>CN(C=O)C>[CH2:23]([O:22][CH:21]([O:25][CH2:26][CH3:27])[CH2:20][N:10]1[CH:11]=[CH:12][C:8]([C:5]2[CH:4]=[CH:3][C:2]([F:1])=[CH:7][N:6]=2)=[N:9]1)[CH3:24] |f:1.2.3|. Reported procedure: To a solution of 5-fluoro-2-(1H-pyrazol-3-yl)pyridine obtained in Reference Example 10 (11.7 g, 58.6 mmol) in DMF (195 mL), Cs2CO3 (57.3 g, 0.18 mol) and 2-bromo-1,1-diethoxyethane (11.5 mL, 76.2 mmol) were stirred for 18 hours at 80° C. The reaction mixture was allowed to cool to room temperature, then water was added thereto, followed by extraction with EtOAc. The organic layer was washed with a saturated aqueous solution of sodium chloride, dried over MgSO4, then the drying agent was filtered... Starting materials: C1=CC=CC1 (Cyclopentadiene), [B]([C@@H]1C[C@@H]2C[C@H]([C@H]1C)C2(C)C)[C@@H]3C[C@@H]4C[C@H]([C@H]3C)C4(C)C ((-)-diisopinocampheylborane), ClCOCC1=CC=CC=C1 (benzyl chloromethyl ether), [Na] (sodium), [OH-].[Na+] (sodium hydroxide), OO (hydrogen peroxide). Run in O1CCCC1 (Tetrahydrofuran), O1CCCC1 (tetrahydrofuran), O1CCCC1 (tetrahydrofuran). Reaction conditions: temperature -10 celsius, time 1.3 hour. The product is C1(=CC=CC=C1)COC[C@@H]1[C@H](CC=C1)O ((1S-trans)-2-[(Phenylmethoxy)methyl]-3-cyclopenten-1-ol). As a reaction SMILES: [CH:1]1[CH2:5][CH:4]=[CH:3][CH:2]=1.[Na].Cl[CH2:8][O:9][CH2:10][C:11]1[CH:16]=[CH:15][CH:14]=[CH:13][CH:12]=1.[B]([C@H]1[C@H](C)[C@@H]2C(C)(C)[C@@H](C2)C1)[C@H]1[C@H](C)[C@@H]2C(C)(C)[C@@H](C2)C1.[OH-:38].[Na+].OO>O1CCCC1>[C:11]1([CH2:10][O:9][CH2:8][C@H:2]2[CH:1]=[CH:5][CH2:4][C@@H:3]2[OH:38])[CH:16]=[CH:15][CH:14]=[CH:13][CH:12]=1 |f:4.5,^1:5,16|. Procedure details: The known title compound and the title compounds in sections C and D were prepared by modification of the method of K. Biggadike et al., J. Chem. Soc. Perkin Trans. 1, 549 (1988). Cyclopentadiene (28.68 g, 0.434 mol), maintained at -30°, was added over 1 hour to a stirred mixture of 22.5 g of 40% sodium sand in mineral oil (0.391 g atm) in dry tetrahydrofuran (156 ml) at -10° under nitrogen. After the addition, the mixture was cannulated to an addition funnel at 0° C. and added over 1.3 hours to... Starting materials: CO, COC(=O)c1cc(Cc2c(F)cc(F)cc2F)c[nH]1, [Na+], [OH-]. The product is O=C(O)c1cc(Cc2c(F)cc(F)cc2F)c[nH]1. Reaction SMILES: [CH3:22][OH:23].[F:1][c:2]1[c:3]([CH2:4][c:5]2[cH:6][c:7]([C:10](=[O:11])[O:12][CH3:13])[nH:8][cH:9]2)[c:14]([F:19])[cH:15][c:16]([F:18])[cH:17]1.[Na+:21].[OH-:20]>>[F:1][c:2]1[c:3]([CH2:4][c:5]2[cH:6][c:7]([C:10](=[O:11])[OH:12])[nH:8][cH:9]2)[c:14]([F:19])[cH:15][c:16]([F:18])[cH:17]1. The reactants are CC(C)(C)C(C(=O)[O-])n1c(-c2ccc(Cl)cc2)nn(CC(=O)NCc2cccc(C(F)(F)F)c2)c1=O, Cc1ccccc1, ClCCl, O=C(O)C(F)(F)F. The product is O=C(O)Cn1c(-c2ccc(Cl)cc2)nn(CC(=O)NCc2cccc(C(F)(F)F)c2)c1=O. As a reaction SMILES: [C:1]([CH3:2])([CH3:3])([CH3:4])[CH:5]([C:6](=[O:7])[O-:8])[n:9]1[c:10](-[c:30]2[cH:31][cH:32][c:33]([Cl:36])[cH:34][cH:35]2)[n:11][n:12]([CH2:15][C:16]([NH:17][CH2:18][c:19]2[cH:20][c:21]([C:25]([F:26])([F:27])[F:28])[cH:22][cH:23][cH:24]2)=[O:29])[c:13]1=[O:14].[CH3:44][c:45]1[cH:46][cH:47][cH:48][cH:49][cH:50]1.[Cl:51][CH2:52][Cl:53].[OH:37][C:38]([C:39]([F:40])([F:41])[F:42])=[O:43]>>[CH2:5]([C:6](=[O:7])[OH:8])[n:9]1[c:10](-[c:30]2[cH:31][cH:32][c:33]([Cl:36])[cH:34][cH:35]2)[n:11][n:12]([CH2:15][C:16]([NH:17][CH2:18][c:19]2[cH:20][c:21]([C:25]([F:26])([F:27])[F:28])[cH:22][cH:23][cH:24]2)=[O:29])[c:13]1=[O:14]. Reaction SMILES: [CH3:1][C:2]1[CH:3]=[C:4]([O:11][CH3:12])[CH:5]=[CH:6][C:7]=1[N+:8]([O-:10])=[O:9].[CH3:13][N:14]([CH3:17])[CH:15]=O>>[CH3:13][N:14]([CH3:17])/[CH:15]=[CH:1]/[C:2]1[CH:3]=[C:4]([O:11][CH3:12])[CH:5]=[CH:6][C:7]=1[N+:8]([O-:10])=[O:9]. Isolated yield 36.0%. Reported procedure: A solution of 3.0 g. of 3-methyl-4-nitroanisole, 5.1 g. of N,N-dimethylformaide dicyclohexyl acetal, and 25 ml. of N,N-dimethylformamide was heated at reflux under a nitrogen atmosphere for 40 hours and then was transferred to a Claisen flask. Vacuum distillation gave, after removal of the volatile components, 1.89 g. of a red liquid (b.p. 158°/0.04 mm.) which crystallized on scratching to give a solid, having a melting point of 61°-64°. Recrystallization from 10 ml. of ether and 7 ml. of petrol... Product: CN(\C=C\C1=C(C=CC(=C1)OC)[N+](=O)[O-])C (trans-β-dimethylamino-5-methoxy-2-nitrostyrene). Starting materials: CC=1C=C(C=CC1[N+](=O)[O-])OC (3-methyl-4-nitroanisole), dicyclohexyl acetal, CN(C=O)C (N,N-dimethylformamide).